From a dataset of the Open Reaction Database (ORD), a public repository of structured organic reaction records. describe an organic reaction: reactants, conditions, products, and yield Starting materials: COCC(COC)N(C)Cc1ccc([N+](=O)[O-])cc1, CC(=O)O, [Fe]. Product: COCC(COC)N(C)Cc1ccc(N)cc1. As a reaction SMILES: [CH3:1][O:2][CH2:3][CH:4]([CH2:5][O:6][CH3:7])[N:8]([CH3:9])[CH2:10][c:11]1[cH:12][cH:13][c:14]([N+:17]([O-:18])=[O:19])[cH:15][cH:16]1.[CH3:20][C:21](=[O:22])[OH:23].[Fe:24]>>[CH3:1][O:2][CH2:3][CH:4]([CH2:5][O:6][CH3:7])[N:8]([CH3:9])[CH2:10][c:11]1[cH:12][cH:13][c:14]([NH2:17])[cH:15][cH:16]1. Run in O1CCOCC1 (dioxane). Starting materials: COC1COC2=C(C1=O)C=C(C(=C2)NS(=O)(=O)C)OC2=CC=CC=C2 (2,3-dihydro-3-methoxy-7-methylsulfonylamino-6-phenoxy-4H-1-benzopyran4-one), ClC=1C(C(=C(C(C1Cl)=O)C#N)C#N)=O (2,3-dichloro-5,6-dicyano-1,4-benzoquinone). Reaction SMILES: [CH3:1][O:2][CH:3]1[C:8](=[O:9])[C:7]2[CH:10]=[C:11]([O:19][C:20]3[CH:25]=[CH:24][CH:23]=[CH:22][CH:21]=3)[C:12]([NH:14][S:15]([CH3:18])(=[O:17])=[O:16])=[CH:13][C:6]=2[O:5][CH2:4]1.ClC1C(=O)C(C#N)=C(C#N)C(=O)C=1Cl>O1CCOCC1>[CH3:1][O:2][C:3]1[C:8](=[O:9])[C:7]2[CH:10]=[C:11]([O:19][C:20]3[CH:25]=[CH:24][CH:23]=[CH:22][CH:21]=3)[C:12]([NH:14][S:15]([CH3:18])(=[O:17])=[O:16])=[CH:13][C:6]=2[O:5][CH:4]=1. The yield is 52.9%. The product is COC1=COC2=C(C1=O)C=C(C(=C2)NS(=O)(=O)C)OC2=CC=CC=C2 (3-methoxy-7-methylsulfonylamino-6-phenoxy-4H-1-benzopyran-4-one). Procedure: There were mixed 3.63 g of 2,3-dihydro-3-methoxy-7-methylsulfonylamino-6-phenoxy-4H-1-benzopyran4-one, 3.41 g of 2,3-dichloro-5,6-dicyano-1,4-benzoquinone and 150 ml of dioxane. The mixture was refluxed for 48 hours. The reaction mixture was cooled. The resulting precipitate was removed by filtration. The solvent was removed by distillation under reduced pressure. The residue was purified by a column chromatography (eluant: a 3 : 1 mixture of toluene and ethyl acetate) to obtain 1.91 g (yield: 5... Starting materials: N([C@@H](C(C)C)C(=O)O)C(=O)OCC1=CC=CC=C1 (Cbz-Val-OH), Cl.C1(=CC=CC=C1)C([C@@H](C=CS(=O)(=O)C=C[C@H](C(C1=CC=CC=C1)C1=CC=CC=C1)N)N)C1=CC=CC=C1 (Phenyl-(3S)-3-amino-4-phenylbut-1-enyl Sulfone Hydrochloride), anhydride. The product is C1(=CC=CC=C1)C([C@@H](C=CS(=O)(=O)C=C[C@H](C(C1=CC=CC=C1)C1=CC=CC=C1)NC([C@@H](NC(=O)OCC1=CC=CC=C1)C(C)C)=O)NC([C@@H](NC(=O)OCC1=CC=CC=C1)C(C)C)=O)C1=CC=CC=C1 (Phenyl-(3S)-3-(N-carbobenzyloxyvalyl)amino-4-phenylbut-1-enyl Sulfone). The yield is 98.0%. RXN SMILES: [NH:1]([C:9]([O:11][CH2:12][C:13]1[CH:18]=[CH:17][CH:16]=[CH:15][CH:14]=1)=[O:10])[C@H:2]([C:6](O)=[O:7])[CH:3]([CH3:5])[CH3:4].Cl.[C:20]1([CH:26]([C:51]2[CH:56]=[CH:55][CH:54]=[CH:53][CH:52]=2)[C@H:27]([NH2:50])[CH:28]=[CH:29][S:30]([CH:33]=[CH:34][C@@H:35]([NH2:49])[CH:36]([C:43]2[CH:48]=[CH:47][CH:46]=[CH:45][CH:44]=2)[C:37]2[CH:42]=[CH:41][CH:40]=[CH:39][CH:38]=2)(=[O:32])=[O:31])[CH:25]=[CH:24][CH:23]=[CH:22][CH:21]=1>>[C:51]1([CH:26]([C:20]2[CH:25]=[CH:24][CH:23]=[CH:22][CH:21]=2)[C@H:27]([NH:50][C:6](=[O:7])[C@H:2]([CH:3]([CH3:5])[CH3:4])[NH:1][C:9]([O:11][CH2:12][C:13]2[CH:18]=[CH:17][CH:16]=[CH:15][CH:14]=2)=[O:10])[CH:28]=[CH:29][S:30]([CH:33]=[CH:34][C@@H:35]([NH:49][C:6](=[O:7])[C@H:2]([CH:3]([CH3:4])[CH3:5])[NH:1][C:9]([O:11][CH2:12][C:13]2[CH:18]=[CH:17][CH:16]=[CH:15][CH:14]=2)=[O:10])[CH:36]([C:37]2[CH:38]=[CH:39][CH:40]=[CH:41][CH:42]=2)[C:43]2[CH:44]=[CH:45][CH:46]=[CH:47][CH:48]=2)(=[O:32])=[O:31])[CH:52]=[CH:53][CH:54]=[CH:55][CH:56]=1 |f:1.2|. Procedure details: Cbz-Val-Phe-VS-Ph was prepared from Cbz-Val-OH and Phe-VS-Ph.HCl using standard mixed anhydride coupling method, yield 98%. 1H-NMR (CDCl3) δ 0.70-0.84 (2d, 6H, Val-CH3), 2.06 (m, 1H, Val-CH), 2.91 (m, 2H, CH2-Phe), 3.82 (m, 1H, α-H), 4.80-4.90 (m, 1H, α-H), 5.10 (s, 2H, Cbz), 5.96 (d, 1H, NH) 6.34 (d, 1H, CH═), 6.9-7.0 (dd, 1H, CH═), 7.1-7.4 (m, 10H, 2×Ph), 7.5-7.7 (m, 5H, SO2-Ph). MS (ESI) m/z 521 (M+1, 100%). Starting materials: C(CC)N1C=NC=C1CS(=O)C1=CC=C(N)C=C1 (4-(((1-propylimidazol-5-yl)methyl)sulfinyl)aniline), C(CCC)OCCOC1=CC=C(C=C1)C=1C=CC2=C(C=C(CCCN2CC(=C)C)C(=O)O)C1 (8-(4-(2-butoxyethoxy)phenyl)-1-(2-methyl-2-propen-1-yl)-1,2,3,4-tetrahydro-1-benzoazocine-5-carboxylic acid), CN(C)C=O (DMF), S(=O)(Cl)Cl (thionyl chloride). The solvent is O1CCCC1 (tetrahydrofuran), C(C)N(CC)CC (triethylamine), O1CCCC1 (tetrahydrofuran), O (water). Run at time 3 hour. Product: C(CCC)OCCOC1=CC=C(C=C1)C=1C=CC2=C(C=C(CCCN2CC(=C)C)C(=O)NC2=CC=C(C=C2)S(=O)CC2=CN=CN2CCC)C1 ((−)-8-[4-(2-butoxyethoxy)phenyl]-1-(2-methyl-2-propen-1-yl)-N-[4-[[[1-propylimidazol-5-yl]methyl]sulfinyl]phenyl]-1,2,3,4-tetrahydro-1-benzoazocine-5-carboxamide). As a reaction SMILES: [CH2:1]([O:5][CH2:6][CH2:7][O:8][C:9]1[CH:14]=[CH:13][C:12]([C:15]2[CH:16]=[CH:17][C:18]3[N:25]([CH2:26][C:27]([CH3:29])=[CH2:28])[CH2:24][CH2:23][CH2:22][C:21]([C:30](O)=[O:31])=[CH:20][C:19]=3[CH:33]=2)=[CH:11][CH:10]=1)[CH2:2][CH2:3][CH3:4].CN(C=O)C.S(Cl)(Cl)=O.[CH2:43]([N:46]1[C:50]([CH2:51][S:52]([C:54]2[CH:60]=[CH:59][C:57]([NH2:58])=[CH:56][CH:55]=2)=[O:53])=[CH:49][N:48]=[CH:47]1)[CH2:44][CH3:45]>O1CCCC1.O.C(N(CC)CC)C>[CH2:1]([O:5][CH2:6][CH2:7][O:8][C:9]1[CH:10]=[CH:11][C:12]([C:15]2[CH:33]=[CH:19][C:18]3[N:25]([CH2:26][C:27]([CH3:29])=[CH2:28])[CH2:24][CH2:23][CH2:22][C:21]([C:30]([NH:58][C:57]4[CH:59]=[CH:60][C:54]([S:52]([CH2:51][C:50]5[N:46]([CH2:43][CH2:44][CH3:45])[CH:47]=[N:48][CH:49]=5)=[O:53])=[CH:55][CH:56]=4)=[O:31])=[CH:20][C:17]=3[CH:16]=2)=[CH:13][CH:14]=1)[CH2:2][CH2:3][CH3:4]. Procedure details: (−)-(4-(((1-Propylimidazol-5-yl)methyl)sulfinyl)aniline di-p-toluoyl-D-tartarate monohydrate (770 mg) was dissolved in ethyl acetate (5 ml) and 1N hydrochloric acid (3.91 ml), followed by separation. To the aqueous layer was added an aqueous 25% potassium carbonate solution (3.92 ml), followed by extraction with 2-propanol-ethyl acetate (1:4) three times. The organic layers were combined and washed with saturated brine, dried with magnesium sulfate, and the solvent was distilled off under reduce... Reactants: CCOC(C)=O, COCCCOc1ccnc(CO)c1C, O=S(Cl)Cl. Product: COCCCOc1ccnc(CCl)c1C. As a reaction SMILES: [CH3:20][CH2:21][O:22][C:23](=[O:24])[CH3:25].[OH:1][CH2:2][c:3]1[n:4][cH:5][cH:6][c:7]([O:10][CH2:11][CH2:12][CH2:13][O:14][CH3:15])[c:8]1[CH3:9].[S:16]([Cl:17])([Cl:18])=[O:19]>>[CH2:2]([c:3]1[n:4][cH:5][cH:6][c:7]([O:10][CH2:11][CH2:12][CH2:13][O:14][CH3:15])[c:8]1[CH3:9])[Cl:18]. Starting materials: solution, C[Al](C)C (trimethylaluminium), [Cl-].[NH4+] (ammonium chloride), CC1=CC=C(CC#N)C=C1 (4-methylbenzyl cyanide), CO (methanol). The solvent is CCCCCC (hexane), C1(=CC=CC=C1)C (toluene). Conditions: temperature 0 celsius. The product is Cl.CC1=CC=C(C=C1)CC(=N)N (2-(4-Methylphenyl)ethanamidine hydrochloride). As a reaction SMILES: [Cl-:1].[NH4+:2].C[Al](C)C.[CH3:7][C:8]1[CH:16]=[CH:15][C:11]([CH2:12][C:13]#[N:14])=[CH:10][CH:9]=1.CO>C1(C)C=CC=CC=1.CCCCCC>[ClH:1].[CH3:7][C:8]1[CH:16]=[CH:15][C:11]([CH2:12][C:13]([NH2:2])=[NH:14])=[CH:10][CH:9]=1 |f:0.1,7.8|. Reported procedure: 10.8 g (201 mmol) of ammonium chloride are suspended in 200 ml of dry toluene and the suspension is cooled to 0° C. 100 ml of a 2M solution of trimethylaluminium in hexane are added dropwise and the mixture is stirred at room temperature until the evolution of gas is complete. After addition of 13.2 g (100 mmol) of 4-methylbenzyl cyanide, the reaction mixture is stirred overnight at 80° C. (bath). The cooled reaction mixture is treated with ice-cooling with 35 ml of methanol and then stirred at ...